This data is from the Open Reaction Database (ORD), a public repository of structured organic reaction records. The task is: describe an organic reaction: reactants, conditions, products, and yield Procedure: A mixture of 2-chloro-4-iodopyridine (20.0 g, 82 mmol), phenylboronic acid (10.2 g, 82 mmol), Pd(Ph3P)4 (2.84 g 2.46 mmol), sodium carbonate (26.0 g, 246 mmol), DME (600 mL) and water (150 mL) was degassed with nitrogen and then refluxed overnight. The reaction was concentrated and the extracted with ethyl acetate. The ethyl acetate layer was dried on Na2SO4 and then vacuum distilled to give 2-chloro-4-phenylpyridine (2.79 g. 12.7 mmol. 82% yield). The solvent is O (water). Yield: 15.5%. Reaction SMILES: [Cl:1][C:2]1[CH:7]=[C:6](I)[CH:5]=[CH:4][N:3]=1.[C:9]1(B(O)O)[CH:14]=[CH:13][CH:12]=[CH:11][CH:10]=1.C(=O)([O-])[O-].[Na+].[Na+].COCCOC>C1C=CC([P]([Pd]([P](C2C=CC=CC=2)(C2C=CC=CC=2)C2C=CC=CC=2)([P](C2C=CC=CC=2)(C2C=CC=CC=2)C2C=CC=CC=2)[P](C2C=CC=CC=2)(C2C=CC=CC=2)C2C=CC=CC=2)(C2C=CC=CC=2)C2C=CC=CC=2)=CC=1.O>[Cl:1][C:2]1[CH:7]=[C:6]([C:9]2[CH:14]=[CH:13][CH:12]=[CH:11][CH:10]=2)[CH:5]=[CH:4][N:3]=1 |f:2.3.4,^1:33,35,54,73|. Reagents/catalysts: C=1C=CC(=CC1)[P](C=2C=CC=CC2)(C=3C=CC=CC3)[Pd]([P](C=4C=CC=CC4)(C=5C=CC=CC5)C=6C=CC=CC6)([P](C=7C=CC=CC7)(C=8C=CC=CC8)C=9C=CC=CC9)[P](C=1C=CC=CC1)(C=1C=CC=CC1)C=1C=CC=CC1 (Pd(Ph3P)4). The reactants are ClC1=NC=CC(=C1)I (2-chloro-4-iodopyridine), C1(=CC=CC=C1)B(O)O (phenylboronic acid), C([O-])([O-])=O.[Na+].[Na+] (sodium carbonate), COCCOC (DME). The product is ClC1=NC=CC(=C1)C1=CC=CC=C1 (2-chloro-4-phenylpyridine). Reactants: C(C)OC(=O)C1(CC=CC1)C=1SC(=CC1)CCl (1-(5-chloromethylthiophen-2-yl)-cyclopent-3-ene carboxylic acid ethyl ester), C(CC)C=1NC=2C(=NC(=CC2C)C)N1 (2-propyl-5,7-dimethylimidazo[4,5-b]pyridine). RXN SMILES: [CH2:1]([O:3][C:4]([C:6]1([C:11]2[S:12][C:13]([CH2:16]Cl)=[CH:14][CH:15]=2)[CH2:10][CH:9]=[CH:8][CH2:7]1)=[O:5])[CH3:2].[CH2:18]([C:21]1[NH:22][C:23]2[C:24]([N:31]=1)=[N:25][C:26]([CH3:30])=[CH:27][C:28]=2[CH3:29])[CH2:19][CH3:20]>>[CH2:1]([O:3][C:4]([C:6]1([C:11]2[S:12][C:13]([CH2:16][N:31]3[C:24]4=[N:25][C:26]([CH3:30])=[CH:27][C:28]([CH3:29])=[C:23]4[N:22]=[C:21]3[CH2:18][CH2:19][CH3:20])=[CH:14][CH:15]=2)[CH2:10][CH:9]=[CH:8][CH2:7]1)=[O:5])[CH3:2]. Reported procedure: Alkylation was performed on (5) as described in Example 1, Step 5, above, using 2-propyl-5,7-dimethylimidazo[4,5-b]pyridine (10) to yield the title compound (9). Product: C(C)OC(=O)C1(CC=CC1)C=1SC(=CC1)CN1C(=NC=2C1=NC(=CC2C)C)CCC (1-[5-(5,7-dimethyl-2-propylimidazo[4,5-b]pyridin-3-ylmethyl)thiophen-2-yl]cyclopent-3-ene carboxylic acid ethyl ester). Starting materials: ClC1=CC=C(C(=N1)N)N (6-Chloropyridine-2,3-diamine), S(=O)(Cl)Cl (Thionyl chloride). The solvent is O1CCOCC1 (dioxane). Conditions: temperature 75 celsius, time 24 hour. Product: ClC=1C=CC=2C(N1)=NSN2 (5-chloro[1,2,5]thiadiazolo[3,4-b]pyridine). RXN SMILES: [Cl:1][C:2]1[N:7]=[C:6]([NH2:8])[C:5]([NH2:9])=[CH:4][CH:3]=1.[S:10](Cl)(Cl)=O>O1CCOCC1>[Cl:1][C:2]1[CH:3]=[CH:4][C:5]2[C:6](=[N:8][S:10][N:9]=2)[N:7]=1. Reported procedure: 6-Chloropyridine-2,3-diamine (Example 23, Step 1) (150 mg, 1.045 mmol) was taken-up in dioxane (21.0 ml) under argon at room temperature. Thionyl chloride (686 μl, 9.40 mmol) was added dropwise over 15 minutes. The mixture was then stirred at 75° C. for 24 hours. The reaction was quenched with water and extracted three times with ethyl acetate. All organic layers were combined, dried over anhydrous magnesium sulfate, and concentrated. The resulting crude product was purified by silica gel chroma... The reactants are NC=1SC2=C(N1)CCCCC2=O (2-Amino-6,7-dihydro-4H-cyclohepta[d]thiazol-8(5H)-one), ClC=1C=CC(=C(C1)NC(=S)N)OC (5-chloro-2-methoxyphenylthiourea). The product is ClC=1C=CC(=C(C1)NC=1SC2=C(N1)CCCCC2=O)OC (2-(5-Chloro-2-methoxyphenylamino)-4,5,6,7-tetrahydrocyclohepta[d]thiazol-8-one). Isolated yield 26.0%. As a reaction SMILES: [NH2:1][C:2]1[S:3][C:4]2[C:11](=[O:12])[CH2:10][CH2:9][CH2:8][CH2:7][C:5]=2[N:6]=1.[Cl:13][C:14]1[CH:15]=[CH:16][C:17]([O:24][CH3:25])=[C:18](NC(N)=S)[CH:19]=1>>[Cl:13][C:14]1[CH:19]=[CH:18][C:17]([O:24][CH3:25])=[C:16]([NH:1][C:2]2[S:3][C:4]3[C:11](=[O:12])[CH2:10][CH2:9][CH2:8][CH2:7][C:5]=3[N:6]=2)[CH:15]=1. Reported procedure: Following the procedure described for 26z by condensing 5-chloro-2-methoxyphenylthiourea gave 30z (light brown solid; 26% for two steps). 1H NMR (600 MHz, DMSO-d6): δ 7.81 (d, J=2.4 Hz, 1H), 7.75 (dd, J=9 Hz, 2.4 Hz, 1H), 7.42 (d, J=9 Hz, 1H), 3.83 (s, 3H), 2.84-2.75 (m, 2H), 2.58-2.52 (m, 1H), 2.33-2.28 (m, 1H), 1.90-1.74 (m, 4H). 13C NMR (150 MHz, DMSO-d6): δ 194.4, 169.8, 154.5, 148.9, 134.1, 130.2, 125.7, 122.6, 121.7, 116.3, 57.6, 42.9, 30.5, 24.4, 21.5. The reactants are CC(C(=O)[O-])C1CCN2C1=C(C=1C(=CC(=CC21)C=2N=NN(N2)C)Br)SC2=CC=C(C=C2)Cl ((+/−)-methyl[8-bromo-9-[(4-chlorophenyl)thio]-6-(2-methyl-2H-tetrazol-5-yl)-2,3-dihydro-1H-pyrrolo[1,2-a]indol-1-yl]acetate), C(CCC)[Sn](C1=CC=CC=C1)(CCCC)CCCC (tributyl(phenyl)stannane). Yields the product ClC1=CC=C(C=C1)SC1=C2N(C=3C=C(C=C(C13)C1=CC=CC=C1)C=1N=NN(N1)C)CCC2CC(=O)O ((+/−)-[9-[(4-chlorophenyl)thio]-6-(2-methyl-2H-tetrazol-5-yl)-8-phenyl-2,3-dihydro-1H-pyrrolo[1,2-a]indol-1-yl]acetic acid). As a reaction SMILES: C[CH:2]([CH:6]1[C:10]2=[C:11]([S:25][C:26]3[CH:31]=[CH:30][C:29]([Cl:32])=[CH:28][CH:27]=3)[C:12]3[C:13](Br)=[CH:14][C:15]([C:18]4[N:19]=[N:20][N:21]([CH3:23])[N:22]=4)=[CH:16][C:17]=3[N:9]2[CH2:8][CH2:7]1)[C:3]([O-:5])=[O:4].C([Sn](CCCC)(CCCC)[C:38]1[CH:43]=[CH:42][CH:41]=[CH:40][CH:39]=1)CCC>>[Cl:32][C:29]1[CH:28]=[CH:27][C:26]([S:25][C:11]2[C:12]3[C:13]([C:38]4[CH:43]=[CH:42][CH:41]=[CH:40][CH:39]=4)=[CH:14][C:15]([C:18]4[N:19]=[N:20][N:21]([CH3:23])[N:22]=4)=[CH:16][C:17]=3[N:9]3[CH2:8][CH2:7][CH:6]([CH2:2][C:3]([OH:5])=[O:4])[C:10]=23)=[CH:31][CH:30]=1. Reported procedure: Starting from (+/−)-methyl[8-bromo-9-[(4-chlorophenyl)thio]-6-(2-methyl-2H-tetrazol-5-yl)-2,3-dihydro-1H-pyrrolo[1,2-a]indol-1-yl]acetate and tributyl(phenyl)stannane, the title compound was synthesized by following the procedures described in Example 42 and Step 10 of Example 7. Product: C(C)OC(CN1C(N(C2=C(C(=N1)C1CCCCC1)C=CC=C2)CC(C(C)(C)C)=O)=O)=O ([5-cyclohexyl-1-(3,3-dimethyl-2-oxo-butyl)-2-oxo-1,2-dihydro-3H-1,3,4-benzotriazepin-3-yl]-acetic acid ethyl ester). The reactants are COC(C1=CC(=CC=C1)NC(CN1C(N(C2=C(C(=N1)C1CCCCC1)C=CC=C2)CC(C(C)(C)C)=O)=O)=O)=O (3-{2-[5-Cyclohexyl-1-(3,3-dimethyl-2-oxo-butyl)-2-oxo-1,2-dihydro-3H-1,3,4-benzotriazepin-3-yl]-acetylamino}-benzoic acid methyl ester), C1(CCCCC1)C1=NN(C(N(C2=C1C=CC=C2)CC(=O)C2(CCCCC2)C)=O)CC(=O)O ({5-cyclohexyl-1-[2-(1-methyl-cyclohexyl)-2-oxo-ethyl]-2-oxo-1,2-dihydro-3H-1,3,4-benzotriazepin-3-yl}-acetic acid), C(C)OC(CSC1=CC(=CC=C1)N)=O ((3-amino-phenylsulfanyl)-acetic acid ethyl ester), C1(CCCCC1)C1=NN(C(N(C2=C1C=CC=C2)CC(C(C)(C)C)=O)=O)CC(=O)O ([5-cyclohexyl-1-(3,3-dimethyl-2-oxo-butyl)-2-oxo-1,2-dihydro-3H-1,3,4-benzotriazepin-3-yl]-acetic acid), COC(C1=CC(=CC=C1)N)=O (3-amino-benzoic acid methyl ester). Reaction SMILES: COC(=O)C1C=CC=C(N[C:11](=[O:38])[CH2:12][N:13]2[N:19]=[C:18]([CH:20]3[CH2:25][CH2:24][CH2:23][CH2:22][CH2:21]3)[C:17]3[CH:26]=[CH:27][CH:28]=[CH:29][C:16]=3[N:15]([CH2:30][C:31](=[O:36])[C:32]([CH3:35])([CH3:34])[CH3:33])[C:14]2=[O:37])C=1.C1(C2C3C=CC=CC=3N([CH2:57][C:58](C3(C)CCCCC3)=[O:59])C(=O)N(CC(O)=O)N=2)CCCCC1.C(OC(=O)CSC1C=CC=C(N)C=1)C.C1(C2C3C=CC=CC=3N(CC(=O)C(C)(C)C)C(=O)N(CC(O)=O)N=2)CCCCC1.COC(=O)C1C=CC=C(N)C=1>>[CH2:58]([O:59][C:11](=[O:38])[CH2:12][N:13]1[N:19]=[C:18]([CH:20]2[CH2:21][CH2:22][CH2:23][CH2:24][CH2:25]2)[C:17]2[CH:26]=[CH:27][CH:28]=[CH:29][C:16]=2[N:15]([CH2:30][C:31](=[O:36])[C:32]([CH3:34])([CH3:33])[CH3:35])[C:14]1=[O:37])[CH3:57]. Procedure details: The title compound was obtained by the method used in the preparation of 3-{2-[5-cyclohexyl-1-(3,3-dimethyl-2-oxo-butyl)-2-oxo-1,2-dihydro-3H-1,3,4-benzotriazepin-3-yl]-acetylamino}-benzoic acid methyl ester (Example 1), except that {5-cyclohexyl-1-[2-(1-methyl-cyclohexyl)-2-oxo-ethyl]-2-oxo-1,2-dihydro-3H-1,3,4-benzotriazepin-3-yl}-acetic acid (Example 133, step a) and (3-amino-phenylsulfanyl)-acetic acid ethyl ester were used instead of [5-cyclohexyl-1-(3,3-dimethyl-2-oxo-butyl)-2-oxo-1,2-dihy... The product is ClC=1C=C(C=CC1)NC(=O)C1=NC=CN=C1NC=1C=NC=CC1 (3-(Pyridin-3-ylamino)-pyrazine-2-carboxylic acid (3-chloro-phenyl)-amide), solid. RXN SMILES: [Cl:1][C:2]1[CH:3]=[C:4]([CH:6]=[CH:7][CH:8]=1)[NH2:5].C[Al](C)C.CCCCCCC.C[O:21][C:22]([C:24]1[C:29]([NH:30][C:31]2[CH:32]=[N:33][CH:34]=[CH:35][CH:36]=2)=[N:28][CH:27]=[CH:26][N:25]=1)=O>O1CCOCC1>[Cl:1][C:2]1[CH:3]=[C:4]([NH:5][C:22]([C:24]2[C:29]([NH:30][C:31]3[CH:32]=[N:33][CH:34]=[CH:35][CH:36]=3)=[N:28][CH:27]=[CH:26][N:25]=2)=[O:21])[CH:6]=[CH:7][CH:8]=1. The yield is 7.2%. The reactants are ClC=1C=C(N)C=CC1 (3-Chloroaniline), COC(=O)C1=NC=CN=C1NC=1C=NC=CC1 (3-(pyridin-3-ylamino)-pyrazine-2-carboxylic acid methyl ester), C[Al](C)C (trimethylaluminium), CCCCCCC (heptane). Reported procedure: 3-Chloroaniline (140 mg, 1.1 mmol) was dissolved in 4 mL dioxane and trimethylaluminium-solution 2M in heptane (0.55 mL, 1.1 mmol) was added. The solution was stirred for 1 hr at room temperature and 3-(pyridin-3-ylamino)-pyrazine-2-carboxylic acid methyl ester (127 mg, 0.55 mmol) was added. The reaction mixture was stirred for 2 hrs at 80° C., cooled and quenched with 0.5 mL water. Sodium sulfate was added, stirred for 10 minutes, filtered and evaporated. The crude product was purified by flash... The solvent is O1CCOCC1 (dioxane). Run at time 1 hour. Reactants: Cl[O-].[Na+] (sodium hypochlorite), C(C)(=O)C1=C2C=CC=NC2=C(C=C1)O (5-acetyl-8-hydroxyquinoline), C(C)(=O)O (acetic acid). Run in CO (methanol), O (water), O (water). The product is C(C)(=O)C1=C2C=CC=NC2=C(C(=C1)Cl)O (5-acetyl-7-chloro-8-hydroxyquinoline). As a reaction SMILES: [Cl:1][O-].[Na+].[C:4]([C:7]1[CH:16]=[CH:15][C:14]([OH:17])=[C:13]2[C:8]=1[CH:9]=[CH:10][CH:11]=[N:12]2)(=[O:6])[CH3:5].C(O)(=O)C>CO.O>[C:4]([C:7]1[CH:16]=[C:15]([Cl:1])[C:14]([OH:17])=[C:13]2[C:8]=1[CH:9]=[CH:10][CH:11]=[N:12]2)(=[O:6])[CH3:5] |f:0.1|. Reported procedure: 350 ml of a 14% strength sodium hypochlorite solution are added dropwise to a suspension of 94 g of 5-acetyl-8-hydroxyquinoline in 1 litre of methanol and 1 litre of water at 10°-20°C, whilst stirring well. After stirring for a further hour, the mixture is acidified with 60 ml of glacial acetic acid and diluted with 1 liter of water, and the product is filtered off. The filter residue is washed with water and recrystallised, whilst still moist, from alcohol. 70 g of almost colourless 5-acetyl-7-... The reactants are CC(O)c1c(Cl)cncc1Br, O=C([O-])[O-], COc1cc(B2OC(C)(C)C(C)(C)O2)ccc1C#N, ClCCl, [Na+], [Na+], CN(C)C=O. Yields the product COc1cc(-c2cncc(Cl)c2C(C)O)ccc1C#N. Reaction SMILES: [Br:20][c:21]1[cH:22][n:23][cH:24][c:25]([Cl:30])[c:26]1[CH:27]([CH3:28])[OH:29].[C:34](=[O:35])([O-:36])[O-:37].[CH3:1][O:2][c:3]1[c:4]([C:5]#[N:6])[cH:7][cH:8][c:9]([B:11]2[O:12][C:13]([CH3:14])([CH3:15])[C:16]([CH3:17])([CH3:18])[O:19]2)[cH:10]1.[Cl:31][CH2:32][Cl:33].[Na+:38].[Na+:39].[O:40]=[CH:41][N:42]([CH3:43])[CH3:44]>>[CH3:1][O:2][c:3]1[c:4]([C:5]#[N:6])[cH:7][cH:8][c:9](-[c:21]2[cH:22][n:23][cH:24][c:25]([Cl:30])[c:26]2[CH:27]([CH3:28])[OH:29])[cH:10]1.